Dataset: the Open Reaction Database (ORD), a public repository of structured organic reaction records. Task: describe an organic reaction: reactants, conditions, products, and yield Starting materials: CS(=O)C (Dimethyl sulfoxide), CC=1C=C(C(=NC1C)C1=NC=CC=N1)O (5,6-dimethyl-2-pyrimidin-2-yl-pyridin-3-ol), ClC1=CC=NC2=CC(=C(C=C12)OC)OC (4-chloro-6,7-dimethoxyquinoline), C([O-])([O-])=O.[Cs+].[Cs+] (cesium carbonate). The solvent is O (water). Reaction conditions: temperature 130 celsius, time 8 hour. Product: CC=1C=C(C(=NC1C)C1=NC=CC=N1)OC1=CC=NC2=CC(=C(C=C12)OC)OC (4-(5,6-Dimethyl-2-pyrimidin-2-yl-pyridin-3-yloxy)-6,7-dimethoxy-quinoline). Isolated yield 56.0%. As a reaction SMILES: CS(C)=O.[CH3:5][C:6]1[CH:7]=[C:8]([OH:19])[C:9]([C:13]2[N:18]=[CH:17][CH:16]=[CH:15][N:14]=2)=[N:10][C:11]=1[CH3:12].Cl[C:21]1[C:30]2[C:25](=[CH:26][C:27]([O:33][CH3:34])=[C:28]([O:31][CH3:32])[CH:29]=2)[N:24]=[CH:23][CH:22]=1.C(=O)([O-])[O-].[Cs+].[Cs+]>O>[CH3:5][C:6]1[CH:7]=[C:8]([O:19][C:21]2[C:30]3[C:25](=[CH:26][C:27]([O:33][CH3:34])=[C:28]([O:31][CH3:32])[CH:29]=3)[N:24]=[CH:23][CH:22]=2)[C:9]([C:13]2[N:14]=[CH:15][CH:16]=[CH:17][N:18]=2)=[N:10][C:11]=1[CH3:12] |f:3.4.5|. Procedure: Dimethyl sulfoxide (2.5 ml) was added to 5,6-dimethyl-2-pyrimidin-2-yl-pyridin-3-ol (50 mg), 4-chloro-6,7-dimethoxyquinoline (167 mg), and cesium carbonate (243 mg), and the mixture was stirred at 130° C. overnight. The reaction solution was cooled to room temperature, water was then added to the reaction solution, and the mixture was extracted with ethyl acetate. The ethyl acetate layer was then washed with water and was dried over anhydrous sodium sulfate. The solvent was removed by distillati... Starting materials: CC(C)(C)OC(=O)NCC(=O)NCC(=O)O.N[C@@H](CC1=CC=CC=C1)C(=O)OC (Boc-Gly-GLy Phe-OMe), O.NN (hydrazine hydrate). The solvent is CO (methanol). Run at time 24 hour. Product: N(CC(=O)NCC(=O)N[C@@H](CC1=CC=CC=C1)C(=O)NN)C(=O)OC(C)(C)C (Boc-Gly-Gly-Phe-NHNH2). RXN SMILES: [CH3:1][C:2]([O:5][C:6]([NH:8][CH2:9][C:10]([NH:12][CH2:13][C:14]([OH:16])=O)=[O:11])=[O:7])([CH3:4])[CH3:3].[NH2:17][C@H:18]([C:26]([O:28]C)=O)[CH2:19][C:20]1[CH:25]=[CH:24][CH:23]=[CH:22][CH:21]=1.O.[NH2:31][NH2:32]>CO>[NH:8]([C:6]([O:5][C:2]([CH3:1])([CH3:3])[CH3:4])=[O:7])[CH2:9][C:10]([NH:12][CH2:13][C:14]([NH:17][C@H:18]([C:26]([NH:31][NH2:32])=[O:28])[CH2:19][C:20]1[CH:25]=[CH:24][CH:23]=[CH:22][CH:21]=1)=[O:16])=[O:11] |f:0.1,2.3|. Procedure details: Boc-Gly-GLy-Phe-OMe (8.0 g., 20 mM) was dissolved in methanol (25 ml.), and 95% v/v hydrazine hydrate (3.2 ml.) was added. The mixture was kept at room temperature for 24 hours and then evaporated. The residue was chromatographed on a column of silica gel equibrated and eluted with methanol/chloroform 1:9 v/v. The fractions which contained the required hydrazide were combined and evaporated to give Boc-Gly-Gly-Phe-NHNH2, RfP 0.6, RfQ 0.3. Starting materials: NO.Cl (Hydrochloric acid hydroxylamine), resultant product, FC(C1=C(C=O)C=CC=C1)(F)F (2-(trifluoromethyl)benzaldehyde), [OH-].[Na+] (sodium hydroxide). The solvent is O (water), C(C)O (ethanol), O (water). Run at time 3 hour. Product: FC(C1=C(C=NO)C=CC=C1)(F)F (2-(trifluoromethyl)benzaldehydeoxime). Isolated yield 85.5%. RXN SMILES: [F:1][C:2]([F:12])([F:11])[C:3]1[CH:10]=[CH:9][CH:8]=[CH:7][C:4]=1[CH:5]=O.[OH-:13].[Na+].[NH2:15]O.Cl>C(O)C.O>[F:1][C:2]([F:12])([F:11])[C:3]1[CH:10]=[CH:9][CH:8]=[CH:7][C:4]=1[CH:5]=[N:15][OH:13] |f:1.2,3.4|. Reported procedure: 2-(trifluoromethyl)benzaldehyde (34.82 g, 200.0 mmol) was dissolved in ethanol (200 mL), and added with sodium hydroxide (12.00 g, 300.0 mmol) dissolved in purified water (50 mL). Hydrochloric acid hydroxylamine (16.68 g, 240 mmol) dissolved in purified water (50 mL) was added thereto, followed by stirring for 3 hours. After the reaction was completed, the resultant product was added with ice. The produced solid was filtered, washed with purified water (600 mL), and dried so as to provide a whit...